From a dataset of the Open Reaction Database (ORD), a public repository of structured organic reaction records. describe an organic reaction: reactants, conditions, products, and yield The reactants are O (Water), FC1=CC2=C(NC(S2)=O)C=C1NN (6-Fluoro-2(3H)-benzothiazolon-5-ylhydrazine), 4-(2-hydroxyimino-1(6)-cyclohexen-1-yl)morpholine, C(C)(=O)O (acetic acid). Solvent: C(C)O (ethanol). Product: FC1=CC2=C(NC(S2)=O)C=C1N1N=C2C(=[N+]1[O-])CCCC2 (2-[6-fluoro-2(3H)-benzothiazolon-5-yl]-4,5,6,7-tetrahydro-2H-benzotriazole-1-oxide). Reaction SMILES: [F:1][C:2]1[C:11]([NH:12][NH2:13])=[CH:10][C:5]2[NH:6][C:7](=[O:9])[S:8][C:4]=2[CH:3]=1.[C:14](O)(=O)[CH3:15].[OH2:18]>C(O)C>[F:1][C:2]1[C:11]([N:12]2[N+:6]([O-:18])=[C:5]3[CH2:4][CH2:3][CH2:2][CH2:14][C:15]3=[N:13]2)=[CH:10][C:5]2[NH:6][C:7](=[O:9])[S:8][C:4]=2[CH:3]=1. Procedure: 6-Fluoro-2(3H)-benzothiazolon-5-ylhydrazine (6.60 g) and 4-(2-hydroxyimino-1(6)-cyclohexen-1-yl)morpholine (6.50 g) were dissolved in ethanol (120 ml), a catalytic amount of acetic acid was added thereto, and the resulting mixture was heated under reflux for 5 hours. Water was added thereto, and the reaction mixture was extracted with ethyl acetate. The extract was concentrated, a mixture of cupric sulfate pentahydrate (16.0 g), water (64 g), 15% aqueous pyridine (160 g) and tetrahydrofuran (128... The product is ClC1=CC=C(C(=O)C2=CC=C(OC(C(=O)N(CCO)CCO)(C)C)C=C2)C=C1 (N-(2-(4-(4-chlorobenzoyl)phenoxy)-2-methylpropanoyl)diethanolamine). Reaction SMILES: [Cl:1][C:2]1[CH:22]=[CH:21][C:5]([C:6]([C:8]2[CH:20]=[CH:19][C:11]([O:12][C:13]([CH3:18])([CH3:17])[C:14](Cl)=[O:15])=[CH:10][CH:9]=2)=[O:7])=[CH:4][CH:3]=1.[NH:23]([CH2:27][CH2:28][OH:29])[CH2:24][CH2:25][OH:26]>CC(C)=O>[Cl:1][C:2]1[CH:22]=[CH:21][C:5]([C:6]([C:8]2[CH:20]=[CH:19][C:11]([O:12][C:13]([CH3:18])([CH3:17])[C:14]([N:23]([CH2:27][CH2:28][OH:29])[CH2:24][CH2:25][OH:26])=[O:15])=[CH:10][CH:9]=2)=[O:7])=[CH:4][CH:3]=1. Starting materials: ClC1=CC=C(C(=O)C2=CC=C(OC(C(=O)Cl)(C)C)C=C2)C=C1 (2-(4-(4-chlorobenzoyl)phenoxy)-2-methylpropionyl chloride), N(CCO)CCO (diethanolamine). Reported procedure: A solution of 3.36 g (10 millimoles) of 2-(4-(4-chlorobenzoyl)phenoxy)-2-methylpropionyl chloride in 15 ml of acetone were added, slowly under stirring at room temperature, to a solution of 2.1 g (20 millimoles) of diethanolamine in 30 ml of acetone. The solvent is CC(=O)C (acetone), CC(=O)C (acetone). Reactants: [OH-].[Na+] (sodium hydroxide), C(C)(=O)OC(C)=O (acetic anhydride), O1CCCC1 (tetrahydrofuran), Br.C1C2=C(OC1)C=CC=1CCC(C12)CCN (2-(1,6,7,8-tetrahydro-2H-indeno[5,4-b]furan-8-yl)ethylamine hydrobromide). Solvent: O (Water). Conditions: time 30 minute. Product: C1C2=C(OC1)C=CC=1CCC(C12)CCNC(C)=O (N-[2-(1,6,7,8-tetrahydro-2H-indeno[5,4-b]furan-8-yl)ethyl]acetamide). Isolated yield 66.0%. RXN SMILES: [OH-].[Na+].[C:3](OC(=O)C)(=[O:5])[CH3:4].O1CCCC1.Br.[CH2:16]1[CH2:20][O:19][C:18]2[CH:21]=[CH:22][C:23]3[CH2:24][CH2:25][CH:26]([CH2:28][CH2:29][NH2:30])[C:27]=3[C:17]1=2>O>[CH2:16]1[CH2:20][O:19][C:18]2[CH:21]=[CH:22][C:23]3[CH2:24][CH2:25][CH:26]([CH2:28][CH2:29][NH:30][C:3](=[O:5])[CH3:4])[C:27]=3[C:17]1=2 |f:0.1,4.5|. Procedure: Aqueous 1N sodium hydroxide solution (1.5 ml) and acetic anhydride (0.050 ml, 0.528 mmols) were added to a tetrahydrofuran (1.5 ml) solution of 2-(1,6,7,8-tetrahydro-2H-indeno[5,4-b]furan-8-yl)ethylamine hydrobromide (0.10 g, 0.352 mmols), and the mixture was stirred at room temperature for 30 minutes. Water was added to the reaction mixture, which was then extracted with ethyl acetate. The extract was washed with a saturated saline solution, then dried with anhydrous magnesium sulfate and conce... The reactants are 36b, C(C)OC(C(CC=1C=C2C(=CNC2=CC1)C)OCC)=O (rac-2-ethoxy-3-(3-methyl-1H-indol-5-yl)-propionic acid ethyl ester), ClCC=1N=C(OC1C)C1=CC(=C(C=C1)F)C (4-chloromethyl-2-(4-fluoro-3-methyl-phenyl)-5-methyl-oxazole). The product is C(C)OC(C(CC=1C=C2C(=CN(C2=CC1)CC=1N=C(OC1C)C1=CC(=C(C=C1)F)C)C)OCC)=O (rac-2-ethoxy-3-{1-[2-(4-fluoro-3-methyl-phenyl)-5-methyl-oxazol-4-ylmethyl]-3-methyl-1H-indol-5-yl}-propionic acid ethyl ester). Reaction SMILES: [CH2:1]([O:3][C:4](=[O:20])[CH:5]([O:17][CH2:18][CH3:19])[CH2:6][C:7]1[CH:8]=[C:9]2[C:13](=[CH:14][CH:15]=1)[NH:12][CH:11]=[C:10]2[CH3:16])[CH3:2].Cl[CH2:22][C:23]1[N:24]=[C:25]([C:29]2[CH:34]=[CH:33][C:32]([F:35])=[C:31]([CH3:36])[CH:30]=2)[O:26][C:27]=1[CH3:28]>>[CH2:1]([O:3][C:4](=[O:20])[CH:5]([O:17][CH2:18][CH3:19])[CH2:6][C:7]1[CH:8]=[C:9]2[C:13](=[CH:14][CH:15]=1)[N:12]([CH2:22][C:23]1[N:24]=[C:25]([C:29]3[CH:34]=[CH:33][C:32]([F:35])=[C:31]([CH3:36])[CH:30]=3)[O:26][C:27]=1[CH3:28])[CH:11]=[C:10]2[CH3:16])[CH3:2]. Procedure details: In analogy to the procedures described in examples 36a) and 36b), rac-2-ethoxy-3-(3-methyl-1H-indol-5-yl)-propionic acid ethyl ester (preparation 4) was reacted with 4-chloromethyl-2-(4-fluoro-3-methyl-phenyl)-5-methyl-oxazole to give rac-2-ethoxy-3-{1-[2-(4-fluoro-3-methyl-phenyl)-5-methyl-oxazol-4-ylmethyl]-3-methyl-1H-indol-5-yl}-propionic acid ethyl ester, which was subsequently saponified to yield the title compound as colorless solid. Starting materials: FC1=C(C(=O)CC(=O)OCC)C=C(C(=C1F)F)F (ethyl 2,3,4,5-tetrafluorobenzoylacetate), CC(=O)OC(=O)C (Ac2O), C(OCC)(OCC)OCC (triethyl orthoformate), NCCCCO (4-amino-1-butanol). Run at temperature 130 celsius, time 3 hour. Product: OCCCCNC=C(C(=O)OCC)C(C1=C(C(=C(C(=C1)F)F)F)F)=O (ethyl 3-(4-hydroxybutylamino)-2-(2,3,4,5-tetrafluorobenzoyl)acrylate). The yield is 97.2%. Reaction SMILES: [F:1][C:2]1[C:15]([F:16])=[C:14]([F:17])[C:13]([F:18])=[CH:12][C:3]=1[C:4]([CH2:6][C:7]([O:9][CH2:10][CH3:11])=[O:8])=[O:5].[CH3:19]C(OC(C)=O)=O.C(OCC)(OCC)OCC.[NH2:36][CH2:37][CH2:38][CH2:39][CH2:40][OH:41]>>[OH:41][CH2:40][CH2:39][CH2:38][CH2:37][NH:36][CH:19]=[C:6]([C:4](=[O:5])[C:3]1[CH:12]=[C:13]([F:18])[C:14]([F:17])=[C:15]([F:16])[C:2]=1[F:1])[C:7]([O:9][CH2:10][CH3:11])=[O:8]. Procedure details: A mixture of ethyl 2,3,4,5-tetrafluorobenzoylacetate (2.64 g, 10.0 mmol), Ac2O (2.36 mL, 25.0 mmol) and triethyl orthoformate (2.49 mL, 15.0 mmol) was stirred at 130° C. for 3 h. The mixture was concentrated in vacuo and dried under high vacuum. The crude product was dissolved in EtOH (50 mL) and 4-amino-1-butanol (0.972 mL, 10.5 mmol) was added. After stirred at room temperature for 17 h, the mixture was concentrated in vacuo and the crude product was purified by column chromatography (Hexane:E... The reactants are Sc1nccc(-c2ccc(Cl)cc2)n1, OCC1(CO)CCC1. The product is OCC1(CSc2nccc(-c3ccc(Cl)cc3)n2)CCC1. As a reaction SMILES: [Cl:9][c:10]1[cH:11][cH:12][c:13](-[c:16]2[n:17][c:18]([SH:22])[n:19][cH:20][cH:21]2)[cH:14][cH:15]1.[OH:1][CH2:2][C:3]1([CH2:7][OH:8])[CH2:4][CH2:5][CH2:6]1>>[CH2:2]([C:3]1([CH2:7][OH:8])[CH2:4][CH2:5][CH2:6]1)[S:22][c:18]1[n:17][c:16](-[c:13]2[cH:12][cH:11][c:10]([Cl:9])[cH:15][cH:14]2)[cH:21][cH:20][n:19]1. The reactants are ClC1=NC2=C(N1COC(COCC1=CC=CC=C1)COCC1=CC=CC=C1)C(=C(C(=C2Cl)Cl)Cl)Cl (2,4,5,6,7-Pentachloro-1-[(1,3-dibenzyloxy-2-propoxy)methyl]benzimidazole), B(Cl)(Cl)Cl (BCl3), C(Cl)Cl (CH2Cl2). The solvent is CO (MeOH). Yields the product ClC1=NC2=C(N1COC(CO)CO)C(=C(C(=C2Cl)Cl)Cl)Cl (2,4,5,6,7-Pentachloro-1-[(1,3-dihydroxy-2-propoxy)methyl]benzimidazole). Yield: 50.7%. RXN SMILES: [Cl:1][C:2]1[N:6]([CH2:7][O:8][CH:9]([CH2:19][O:20]CC2C=CC=CC=2)[CH2:10][O:11]CC2C=CC=CC=2)[C:5]2[C:28]([Cl:35])=[C:29]([Cl:34])[C:30]([Cl:33])=[C:31]([Cl:32])[C:4]=2[N:3]=1.B(Cl)(Cl)Cl.C(Cl)Cl>CO>[Cl:1][C:2]1[N:6]([CH2:7][O:8][CH:9]([CH2:19][OH:20])[CH2:10][OH:11])[C:5]2[C:28]([Cl:35])=[C:29]([Cl:34])[C:30]([Cl:33])=[C:31]([Cl:32])[C:4]=2[N:3]=1. Procedure: Compound 155 (0.52 g, 51%) was prepared from 154 (1.5 g, 2.6 mmole), BCl3 (5M solution in CH2Cl2, 14 mL), CH2Cl2 (30 mL) and MeOH (20 mL) by the method described for 166 which on recrystallization from EtOAC gave 155: m.p. 155°; 1H NMR (DMSO-d6): d 5.76 (s, 2H, C-1'), 4.63 (t, 2H, exchanges with D2O, 2×OH), 3.54-3.48 (m, 1H, C-3'), 3.43-3.25 (m, 4H, C-4' and 5'H), Anal. Calcd. for C11H9N2Cl5O3 : C, 33.46; H, 2.28; N, 7.09. Found: C, 33.60; H, 2.15; N, 6.91.